From a dataset of the Open Reaction Database (ORD), a public repository of structured organic reaction records. describe an organic reaction: reactants, conditions, products, and yield The reactants are O (Water), FC(S(=O)(=O)OC1=C(C=CC=C1)[Si](C)(C)C)(F)F (2-(trimethylsilyl)phenyl trifluoromethanesulfonate), [F-].[Cs+] (CsF), [Cl-].OC=1C(=[N+](C=CC1)CC1=CC=C(C=C1)OC)C (3-Hydroxy-1-(4-methoxybenzyl)-2-methylpyridinium chloride), CC#N (CH3CN). Reaction conditions: time 3 day. The product is COC1=CC=C(CN2C3(C(C=CC2C2=C3C=CC=C2)=O)C)C=C1 ((+/−)-10-(4-Methoxybenzyl)-5-methyl-5,9-dihydro-6H-5,9-epiminobenzo[7]annulen-6-one). As a reaction SMILES: [Cl-].[OH:2][C:3]1[C:4]([CH3:18])=[N+:5]([CH2:9][C:10]2[CH:15]=[CH:14][C:13]([O:16][CH3:17])=[CH:12][CH:11]=2)[CH:6]=[CH:7][CH:8]=1.FC(F)(F)S(O[C:25]1[CH:30]=[CH:29]C=[CH:27][C:26]=1[Si](C)(C)C)(=O)=O.[F-].[Cs+].O.[CH3:40]C#N>>[CH3:17][O:16][C:13]1[CH:14]=[CH:15][C:10]([CH2:9][N:5]2[CH:6]3[C:29]4[CH:30]=[CH:25][CH:26]=[CH:27][C:18]=4[C:4]2([CH3:40])[C:3](=[O:2])[CH:8]=[CH:7]3)=[CH:11][CH:12]=1 |f:0.1,3.4|. Procedure: To a suspension of compound 73 (11.97 g) in CH3CN (125 mL) was added 2-(trimethylsilyl)phenyl trifluoromethanesulfonate (75) (30 g) and CsF (20 g). The mixture was stirred at room temperature for 3 days. Water was added to quench the reaction and most of the CH3CN was removed via rotavaporator. The residue was extracted with EtOAc, washed with water and brine, and dried over MgSO4. After concentration of the solvent, the crude product was purified by silica gel chromatography, eluting with a gra... The reactants are C[Mg]Br (methylmagnesium bromide), solution, C[Mg]Br (methylmagnesium bromide), CON(C(=O)C=1N(N=C(C1)COC1=CC=CC=C1)S(N(C)C)(=O)=O)C (2-dimethylsulfamoyl-5-phenoxymethyl-2H-pyrazole-3-carboxylic acid methoxy-methyl-amide). The solvent is C1(=CC=CC=C1)C (toluene), C1CCOC1 (THF), [NH4+].[Cl-] (NH4Cl), C1(=CC=CC=C1)C (toluene), C1CCOC1 (THF), C1CCOC1 (THF). Run at temperature -78 celsius, time 1 hour. Yields the product CN(S(=O)(=O)N1N=C(C=C1C(C)=O)COC1=CC=CC=C1)C (5-acetyl-3-phenoxymethyl-pyrazole-1-sulfonic acid dimethylamide). Yield: 89.0%. RXN SMILES: [CH3:1][Mg]Br.CON(C)[C:7]([C:9]1[N:10]([S:22](=[O:27])(=[O:26])[N:23]([CH3:25])[CH3:24])[N:11]=[C:12]([CH2:14][O:15][C:16]2[CH:21]=[CH:20][CH:19]=[CH:18][CH:17]=2)[CH:13]=1)=[O:8]>C1(C)C=CC=CC=1.C1COCC1.[NH4+].[Cl-]>[CH3:25][N:23]([CH3:24])[S:22]([N:10]1[C:9]([C:7](=[O:8])[CH3:1])=[CH:13][C:12]([CH2:14][O:15][C:16]2[CH:17]=[CH:18][CH:19]=[CH:20][CH:21]=2)=[N:11]1)(=[O:26])=[O:27] |f:4.5|. Reported procedure: A 1.4M solution of methylmagnesium bromide in toluene and THF (3.88 mL, 5.43 mmol) was added to a solution of 2-dimethylsulfamoyl-5-phenoxymethyl-2H-pyrazole-3-carboxylic acid methoxy-methyl-amide (1.54 g, 4.17 mmol) in THF (20 mL) at −78° C. and under nitrogen. The mixture was stirred at −78° C. for 1 hour and then at room temperature for 16 hours. Then, a second portion of methylmagnesium bromide in toluene and THF (3.58 mL, 5.01 mmol) was added at 0° C. and the mixture was stirred at room tem... Reaction SMILES: [CH2:37]1[O:38][CH2:39][CH2:40][CH2:41]1.[CH3:16][Si:17]([N-:18][Si:19]([CH3:20])([CH3:21])[CH3:22])([CH3:23])[CH3:24].[Cl:26][c:27]1[c:28]([C:29](=[O:30])[OH:31])[cH:32][cH:33][c:34]([Cl:36])[n:35]1.[Li+:25].[NH2:1][c:2]1[cH:3][cH:4][c:5]([C:8](=[O:9])[N:10]2[CH2:11][CH2:12][O:13][CH2:14][CH2:15]2)[cH:6][cH:7]1>>[NH:1]([c:2]1[cH:3][cH:4][c:5]([C:8](=[O:9])[N:10]2[CH2:11][CH2:12][O:13][CH2:14][CH2:15]2)[cH:6][cH:7]1)[c:27]1[c:28]([C:29](=[O:30])[OH:31])[cH:32][cH:33][c:34]([Cl:36])[n:35]1. Product: O=C(O)c1ccc(Cl)nc1Nc1ccc(C(=O)N2CCOCC2)cc1. Starting materials: C1CCOC1, C[Si](C)(C)[N-][Si](C)(C)C, O=C(O)c1ccc(Cl)nc1Cl, [Li+], Nc1ccc(C(=O)N2CCOCC2)cc1. Starting materials: (E)-3-(4-bromophenyl)-1-((S)-2-((pyrrolidin-1-yl)methyl)pyrrolidin-1-yl)propenone, FC(C1=CC2=C(C=C(O2)C(=O)O)C=C1)(F)F (6-(trifluoromethyl)benzofuran-2-carboxylic acid), N1[C@@H](CCC1)CN1CCCCC1 (1-(((S)-pyrrolidin-2-yl)methyl)piperidine). Product: N1(CCCCC1)C[C@H]1N(CCC1)C(=O)C=1OC2=C(C1)C=CC(=C2)C(F)(F)F (((S)-2-((Piperidin-1-yl)methyl)pyrrolidin-1-yl)-(6-(trifluoromethyl)benzofuran-2-yl)methanone). Reaction SMILES: [F:1][C:2]([F:16])([F:15])[C:3]1[CH:14]=[CH:13][C:6]2[CH:7]=[C:8]([C:10]([OH:12])=O)[O:9][C:5]=2[CH:4]=1.[NH:17]1[CH2:21][CH2:20][CH2:19][C@H:18]1[CH2:22][N:23]1[CH2:28][CH2:27][CH2:26][CH2:25][CH2:24]1>>[N:23]1([CH2:22][C@@H:18]2[CH2:19][CH2:20][CH2:21][N:17]2[C:10]([C:8]2[O:9][C:5]3[CH:4]=[C:3]([C:2]([F:1])([F:16])[F:15])[CH:14]=[CH:13][C:6]=3[CH:7]=2)=[O:12])[CH2:28][CH2:27][CH2:26][CH2:25][CH2:24]1. Procedure: 71 mg of the title compound were synthesized as described for (E)-3-(4-bromophenyl)-1-((S)-2-((pyrrolidin-1-yl)methyl)pyrrolidin-1-yl)propenone, using 6-(trifluoromethyl)benzofuran-2-carboxylic acid instead of (E)-4-bromocinnamic acid and 1-(((S)-pyrrolidin-2-yl)methyl)piperidine instead of (S)-2-((pyrrolidin-1-yl)methyl)pyrrolidine. Starting materials: CC1=CC(OC(=C1)C1=CC=C(C=C1)C)=O (4-methyl-6-(4-tolyl)-2-pyrone), Cl.NO (hydroxylamine hydrochloride), NC1=NC=CC=C1 (2-aminopyridine). Yields the product ON1C(C=C(C=C1C1=CC=C(C=C1)C)C)=O (1-hydroxy-4-methyl-6-(4-tolyl)-2-pyridone). The yield is 16.1%. As a reaction SMILES: [CH3:1][C:2]1[CH:7]=[C:6]([C:8]2[CH:13]=[CH:12][C:11]([CH3:14])=[CH:10][CH:9]=2)[O:5][C:4](=O)[CH:3]=1.Cl.[NH2:17][OH:18].NC1C=CC=CN=1>>[OH:18][N:17]1[C:6]([C:8]2[CH:13]=[CH:12][C:11]([CH3:14])=[CH:10][CH:9]=2)=[CH:7][C:2]([CH3:1])=[CH:3][C:4]1=[O:5] |f:1.2|. Procedure: 1 g of 4-methyl-6-(4-tolyl)-2-pyrone, 0.6 g of hydroxylamine hydrochloride and 4 g of 2-aminopyridine were heated for 1 hour to 80° C. After the usual working up, 0.173 g (16.1 %) of 1-hydroxy-4-methyl-6-(4-tolyl)-2-pyridone melting at 125° C (calc.: 6.5 % N, found: 6,6 % N) were isolated. When using pyridine instead of aminopyridine under otherwise equal reaction conditions, the yield was 0.012 g (1.1 %) only.